From a dataset of the Open Reaction Database (ORD), a public repository of structured organic reaction records. describe an organic reaction: reactants, conditions, products, and yield Reported procedure: Using 1,2-butanediol, pyridine and p-toluenesulfonyl chloride, (RS)-1-p-toluenesulfonyloxy-2-butanol 2b ##STR24## was prepared in the same manner as Example 1 of Production. Reaction SMILES: [CH2:1]([OH:6])[CH:2](O)[CH2:3][CH3:4].C1(C)C=CC(S(Cl)(=O)=O)=CC=1.[C:18]1([CH3:33])[CH:23]=[CH:22][C:21]([S:24]([O:27][CH2:28][CH:29]([OH:32])[CH2:30][CH3:31])(=[O:26])=[O:25])=[CH:20][CH:19]=1>N1C=CC=CC=1>[C:1]([O:32][CH:29]([CH2:30][CH3:31])[CH2:28][O:27][S:24]([C:21]1[CH:20]=[CH:19][C:18]([CH3:33])=[CH:23][CH:22]=1)(=[O:25])=[O:26])(=[O:6])[CH2:2][CH2:3][CH3:4]. The solvent is N1=CC=CC=C1 (pyridine). Starting materials: C(C(CC)O)O (1,2-butanediol), C1(=CC=C(C=C1)S(=O)(=O)Cl)C (p-toluenesulfonyl chloride), C1(=CC=C(C=C1)S(=O)(=O)OCC(CC)O)C ((RS)-1-p-toluenesulfonyloxy-2-butanol). Product: C(CCC)(=O)OC(COS(=O)(=O)C1=CC=C(C=C1)C)CC ((RS)-2-butanoyloxy-1-p-toluenesulfonyloxybutane). The reactants are [BH4-].[Na+] (Sodium borohydride), ClC1=CC=C(O1)C1SCCN2C1=C1C(=C2C=2SC=C(N2)C(=O)OCC)C(N(C(N1C)=O)C)=O (ethyl 2-(10-(5-chlorofuran-2-yl)-1,3-dimethyl-2,4-dioxo-2,3,4,7,8,10-hexahydro-1H-pyrimido[4′,5′:3,4]pyrrolo[2,1-c][1,4]thiazin-5-yl)thiazole-4-carboxylate), [Cl-].[Li+] (lithium chloride), [Cl-].[Li+] (lithium chloride), [BH4-].[Na+] (sodium borohydride). Solvent: C(C)O (ethanol), C1CCOC1 (THF). Reaction conditions: time 7 hour. The product is ClC1=CC=C(O1)C1SCCN2C1=C1C(=C2C=2SC=C(N2)CO)C(N(C(N1C)=O)C)=O (rac-10-(5-Chlorofuran-2-yl)-5-(4-(hydroxymethyl)thiazol-2-yl)-1,3-dimethyl-7,8-dihydro-1H-pyrimido[4′,5′:3,4]pyrrolo[2,1-c][1,4]thiazine-2,4(3H,10H)-dione). RXN SMILES: [BH4-].[Na+].[Cl:3][C:4]1[O:8][C:7]([CH:9]2[C:14]3=[C:15]4[N:31]([CH3:32])[C:30](=[O:33])[N:29]([CH3:34])[C:28](=[O:35])[C:16]4=[C:17]([C:18]4[S:19][CH:20]=[C:21]([C:23](OCC)=[O:24])[N:22]=4)[N:13]3[CH2:12][CH2:11][S:10]2)=[CH:6][CH:5]=1.[Cl-].[Li+]>C(O)C.C1COCC1>[Cl:3][C:4]1[O:8][C:7]([CH:9]2[C:14]3=[C:15]4[N:31]([CH3:32])[C:30](=[O:33])[N:29]([CH3:34])[C:28](=[O:35])[C:16]4=[C:17]([C:18]4[S:19][CH:20]=[C:21]([CH2:23][OH:24])[N:22]=4)[N:13]3[CH2:12][CH2:11][S:10]2)=[CH:6][CH:5]=1 |f:0.1,3.4|. Reported procedure: Sodium borohydride (45.1 mg, 1.191 mmol) was added to a solution of ethyl 2-(10-(5-chlorofuran-2-yl)-1,3-dimethyl-2,4-dioxo-2,3,4,7,8,10-hexahydro-1H-pyrimido[4′,5′:3,4]pyrrolo[2,1-c][1,4]thiazin-5-yl)thiazole-4-carboxylate (302 mg, 0.596 mmol) and lithium chloride (50.5 mg, 1.191 mmol) in ethanol (7.50 ml) and THF (15 ml) at 0° C. The mixture was warmed to room temperature and stirred for 7 hours. Further portions of lithium chloride (50.5 mg, 1.191 mmol) and sodium borohydride (45.1 mg, 1.191 ... The reactants are BrC1=CC(=C(C(=C1)C)O)OC (1-bromo-4-hydroxy-3-methoxy-5-methylbenzene), C(=O)([O-])[O-].[K+].[K+] (K2CO3), ICCCCCCCC (1-iodooctane). Solvent: C(C)#N (acetonitrile). Conditions: temperature 85 celsius, time 19 hour. Yields the product BrC1=CC(=C(C(=C1)C)OCCCCCCCC)OC (1-Bromo-3-methoxy-5-methyl-4-octyloxybenzene). Yield: 4.8%. Reaction SMILES: [Br:1][C:2]1[CH:7]=[C:6]([CH3:8])[C:5]([OH:9])=[C:4]([O:10][CH3:11])[CH:3]=1.C([O-])([O-])=O.[K+].[K+].I[CH2:19][CH2:20][CH2:21][CH2:22][CH2:23][CH2:24][CH2:25][CH3:26]>C(#N)C>[Br:1][C:2]1[CH:7]=[C:6]([CH3:8])[C:5]([O:9][CH2:19][CH2:20][CH2:21][CH2:22][CH2:23][CH2:24][CH2:25][CH3:26])=[C:4]([O:10][CH3:11])[CH:3]=1 |f:1.2.3|. Procedure details: A solution of 5.89 g (27 mmol) of 1-bromo-4-hydroxy-3-methoxy-5-methylbenzene (Syn. Lett. 1997, 1351-1352) in 100 mL of acetonitrile was treated with 5.33 g (38.5 mmol) of powdered K2CO3 and 5.75 mL (31.8 mmol) of 1-iodooctane. After stirring at 85° C. for 19 h, the reaction was cooled and concentrated. The residue was dissolved in 100 mL of H2O and extracted with 100 mL of Et2O. After separating phases, the organic layer was washed with 100 mL of 10% Na2S2O3, dried over MgSO4 and concentrated. ...